Dataset: the Open Reaction Database (ORD), a public repository of structured organic reaction records. Task: describe an organic reaction: reactants, conditions, products, and yield Reactants: NC=1SC(=C(N1)C(=O)N1[C@@H]([C@H]2C[C@H]2C1)CN)C1=CC(=CC=C1)F ([2-Amino-5-(3-fluoro-phenyl)-thiazol-4-yl]-((1S,2S,5R)-2-aminomethyl-3-aza-bicyclo[3.1.0]hex-3-yl)-methanone), S1C=2N(C=C1)C(=CN2)C(=O)O (Imidazo[2,1-b]thiazole-5-carboxylic acid). Yields the product NC=1SC(=C(N1)C(=O)N1[C@@H]([C@H]2C[C@H]2C1)CNC(=O)C1=CN=C2SC=CN21)C2=CC(=CC=C2)F (Imidazo[2,1-b]thiazole-5-carboxylic Acid{(1S,2S,5R)-3-[2-amino-5-(3-fluoro-phenyl)-thiazole-4-carbonyl]-3-aza-bicyclo[3.1.0]hex-2-ylmethyl}-amide). Reaction SMILES: [NH2:1][C:2]1[S:3][C:4]([C:17]2[CH:22]=[CH:21][CH:20]=[C:19]([F:23])[CH:18]=2)=[C:5]([C:7]([N:9]2[CH2:14][C@H:13]3[C@H:11]([CH2:12]3)[C@H:10]2[CH2:15][NH2:16])=[O:8])[N:6]=1.[S:24]1[CH:28]=[CH:27][N:26]2[C:29]([C:32](O)=[O:33])=[CH:30][N:31]=[C:25]12>>[NH2:1][C:2]1[S:3][C:4]([C:17]2[CH:22]=[CH:21][CH:20]=[C:19]([F:23])[CH:18]=2)=[C:5]([C:7]([N:9]2[CH2:14][C@H:13]3[C@H:11]([CH2:12]3)[C@H:10]2[CH2:15][NH:16][C:32]([C:29]2[N:26]3[C:25]([S:24][CH:28]=[CH:27]3)=[N:31][CH:30]=2)=[O:33])=[O:8])[N:6]=1. Reported procedure: prepared by reaction of [2-Amino-5-(3-fluoro-phenyl)-thiazol-4-yl]-((1S,2S,5R)-2-aminomethyl-3-aza-bicyclo[3.1.0]hex-3-yl)-methanone with Imidazo[2,1-b]thiazole-5-carboxylic acid. LC-MS (basic): tR=0.73 min; [M+H]+=483.3. Starting materials: CC(=O)[O-], CC(=O)O, [Na+], O, O=C1CSC(=S)N1, O=Cc1ccc2ncncc2c1. Yields the product O=C1NC(=S)SC1=Cc1ccc2ncncc2c1. As a reaction SMILES: [CH3:21][C:22](=[O:23])[O-:24].[CH3:26][C:27](=[O:28])[OH:29].[Na+:20].[OH2:25].[S:13]1[C:14](=[S:15])[NH:16][C:17](=[O:18])[CH2:19]1.[n:1]1[cH:2][n:3][cH:4][c:5]2[cH:6][c:7]([CH:11]=[O:12])[cH:8][cH:9][c:10]12>>[n:1]1[cH:2][n:3][cH:4][c:5]2[cH:6][c:7]([CH:11]=[C:19]3[S:13][C:14](=[S:15])[NH:16][C:17]3=[O:18])[cH:8][cH:9][c:10]12. Starting materials: C1(=CC=C(C=C1)C[C@H](/C=C(/C(=O)O)\C)NC(=O)OC(C)(C)C)C1=CC=CC=C1 ((E)-(R)-5-biphenyl-4-yl-4-tert-butoxycarbonylamino-2-methylpent-2-enoic acid), (αR,αR)-2,2′-bis(α-N,N-dimethylaminophenylmethyl)-(S,S)-1,1′-bis[di(3,5-dimethyl-4-methoxyphenyl)phosphine]ferrocene. Reagents/catalysts: CC1=CC=C(C=C1)C(C)C.CC1=CC=C(C=C1)C(C)C.[Ru](I)I.[Ru](I)I (diiodo(p-cymene)ruthenium(II) dimer). The solvent is C(C)O (ethanol), C(C)O (ethanol). Reaction conditions: temperature 40 celsius, time 6 hour. Yields the product C1(=CC=C(C=C1)C[C@H](C[C@H](C(=O)O)C)NC(=O)OC(C)(C)C)C1=CC=CC=C1 ((2R,4S)-5-biphenyl-4-yl-4-tert-butoxycarbonylamino-2-methylpentanoic acid). As a reaction SMILES: [C:1]1([C:23]2[CH:28]=[CH:27][CH:26]=[CH:25][CH:24]=2)[CH:6]=[CH:5][C:4]([CH2:7][C@@H:8]([NH:15][C:16]([O:18][C:19]([CH3:22])([CH3:21])[CH3:20])=[O:17])/[CH:9]=[C:10](\[CH3:14])/[C:11]([OH:13])=[O:12])=[CH:3][CH:2]=1>C(O)C.CC1C=CC(C(C)C)=CC=1.CC1C=CC(C(C)C)=CC=1.[Ru](I)I.[Ru](I)I>[C:1]1([C:23]2[CH:24]=[CH:25][CH:26]=[CH:27][CH:28]=2)[CH:2]=[CH:3][C:4]([CH2:7][C@@H:8]([NH:15][C:16]([O:18][C:19]([CH3:22])([CH3:20])[CH3:21])=[O:17])[CH2:9][C@@H:10]([CH3:14])[C:11]([OH:13])=[O:12])=[CH:5][CH:6]=1 |f:2.3.4.5|. Reported procedure: To a suspension of (E)-(R)-5-biphenyl-4-yl-4-tert-butoxycarbonylamino-2-methylpent-2-enoic acid [2(ii-a)] (200 g, 524.3 mmol) in degassed ethanol (900 ml) at 40° C. a solution of diiodo(p-cymene)ruthenium(II) dimer (0.052 g, 0.0524 mmol) and (αR,αR)-2,2′-bis(α-N,N-dimethylaminophenylmethyl)-(S,S)-1,1′-bis[di(3,5-dimethyl-4-methoxyphenyl)phosphine]ferrocene (=Mandyphos SL-M004-1) (0.116 g, 0.110 mmol) is added in degassed ethanol (100 ml). The solution is degassed using vacuum and a pressure of 2... Starting materials: C(C1=CC=CC=C1)N(O)CC1=CC=CC=C1 (dibenzylhydroxylamine), N1=CC=CC=C1 (pyridine), C(C)(C)(C)C=1C=C(C(=O)Cl)C=C(C1O)C(C)(C)C (3,5-di-tert-butyl-4-hydroxybenzoyl chloride). Run in C(Cl)Cl (methylene chloride), C(Cl)Cl (methylene chloride). Run at time 24 hour. Product: C(C)(C)(C)C=1C=C(C(=O)ON(CC2=CC=CC=C2)CC2=CC=CC=C2)C=C(C1O)C(C)(C)C (O-(3,5-Di-tert-butyl-4-hydroxybenzoyl)-N,N-dibenzylhydroxylamine). Reaction SMILES: [CH2:1]([N:8]([CH2:10][C:11]1[CH:16]=[CH:15][CH:14]=[CH:13][CH:12]=1)[OH:9])[C:2]1[CH:7]=[CH:6][CH:5]=[CH:4][CH:3]=1.N1C=CC=CC=1.[C:23]([C:27]1[CH:28]=[C:29]([CH:33]=[C:34]([C:37]([CH3:40])([CH3:39])[CH3:38])[C:35]=1[OH:36])[C:30](Cl)=[O:31])([CH3:26])([CH3:25])[CH3:24]>C(Cl)Cl>[C:37]([C:34]1[CH:33]=[C:29]([CH:28]=[C:27]([C:23]([CH3:26])([CH3:25])[CH3:24])[C:35]=1[OH:36])[C:30]([O:9][N:8]([CH2:1][C:2]1[CH:3]=[CH:4][CH:5]=[CH:6][CH:7]=1)[CH2:10][C:11]1[CH:16]=[CH:15][CH:14]=[CH:13][CH:12]=1)=[O:31])([CH3:40])([CH3:39])[CH3:38]. Procedure: To a solution of 27.9 g of dibenzylhydroxylamine and 10.3 gof pyridine in 100 ml of methylene chloride is added a solution of 39.0 g of 3,5-di-tert-butyl-4-hydroxybenzoyl chloride in 100 ml of methylene chloride. After stirring the mixture at room temperature for 24 hours, the reaction mixture is washed with 10% aqueous hydrochloric acid, water, brine and dried. Evaporation followed by crystallization of the residue from heptane affords the title compound as a white solid: mp 90°-92° C. Reactants: COC(=O)C1=CC=C(C=C1)C(=O)Cl (methyl 4-chlorocarbonyl benzoate), CNC (dimethylamine), [OH-].[Na+] (sodium hydroxide), resultant mixture. The solvent is O1CCOCC1 (dioxane). Run at time 30 minute. The product is CN(C(=O)C1=CC=C(C(=O)O)C=C1)C (4-dimethylcarbamoylbenzoic acid). As a reaction SMILES: C[O:2][C:3]([C:5]1[CH:10]=[CH:9][C:8]([C:11](Cl)=[O:12])=[CH:7][CH:6]=1)=[O:4].[CH3:14][NH:15][CH3:16].[OH-].[Na+]>O1CCOCC1>[CH3:14][N:15]([CH3:16])[C:11]([C:8]1[CH:9]=[CH:10][C:5]([C:3]([OH:2])=[O:4])=[CH:6][CH:7]=1)=[O:12] |f:2.3|. Procedure details: A solution of 5 g (25.2 mmol) of methyl 4-chlorocarbonyl benzoate in 20 ml of dioxane was added to 30 ml of 50% aqueous dimethylamine solution under cooling with ice. After stirring for 30 minutes, 50 ml of 1 N aqueous sodium hydroxide solution was added to the resultant mixture, and they were stirred at room temperature for 2 days. The reaction liquid was washed with ethyl acetate and made acidic with hydrochloric acid. After the extraction with ethyl acetate, the extract was washed with satura... Starting materials: NC1CCN(CC1)CC12C3=CC=CC=C3C(C=3C=CC=CC13)C2 (4-amino-1-[9,10-dihydro-9,10-methanoanthracen-9-ylmethyl]piperidine), C(C)OCC(=O)O (2-ethoxyacetic acid). Product: C1=CC=CC=2C3C4=CC=CC=C4C(C12)(C3)CN3CCC(CC3)NC(COCC)=O (N-(1-[9,10-Dihydro-9,10-methanoanthracen-9-ylmethyl]-4-piperidyl)-2-ethoxyacetamide), solid. Yield: 76.0%. As a reaction SMILES: [NH2:1][CH:2]1[CH2:7][CH2:6][N:5]([CH2:8][C:9]23[CH2:23][CH:16]([C:17]4[CH:18]=[CH:19][CH:20]=[CH:21][C:22]=42)[C:15]2[C:10]3=[CH:11][CH:12]=[CH:13][CH:14]=2)[CH2:4][CH2:3]1.[CH2:24]([O:26][CH2:27][C:28](O)=[O:29])[CH3:25]>>[CH:21]1[C:22]2[C:9]3([CH2:8][N:5]4[CH2:6][CH2:7][CH:2]([NH:1][C:28](=[O:29])[CH2:27][O:26][CH2:24][CH3:25])[CH2:3][CH2:4]4)[CH2:23][CH:16]([C:15]4[C:10]3=[CH:11][CH:12]=[CH:13][CH:14]=4)[C:17]=2[CH:18]=[CH:19][CH:20]=1. Procedure details: Using a procedure similar to that described in Example 1 except starting with 4-amino-1-[9,10-dihydro-9,10-methanoanthracen-9-ylmethyl]piperidine and 2-ethoxyacetic acid, the title compound was obtained as a white solid (76%), mp 158.0°-9.0° C.; MS(CI): 391 (M+H); NMR (300 MHz,DMSO-d6): 1.12(t, 3H, J=7.0 Hz), 1.41-1.69(m, 4H), 2.27(m, 2H), 2.45(s, 2H), 2.95(m, 2H), 2.95(m, 2H), 3.45(q, 2H, J=7.0 Hz), 3.63(m, 1H), 3.78(s, 2H), 4.31(s, 1H), 6.92(m, 4H), 7.17-7.23(m, 4H), 7.47(d, 2H, J=8.0 Hz). The reactants are N(N)C1=CC(NC(N1CC(C)C)=O)=O (6-hydrazino-1-isobutylpyrimidine-2,4(1H,3H)-dione), ClC=1C=C2C(=CNC2=CC1)C=O (5-chloro-1H-indole-3-carbaldehyde), CN1C(=NC=C1)C=O (1-methyl-1H-imidazole-2-carbaldehyde). The product is ClC=1C=C2C(=CNC2=CC1)CN1N=C2N(C(NC(C2=C1C=1N(C=CN1)C)=O)=O)CC(C)C (2-[(5-chloro-1H-indol-3-yl)methyl]-7-isobutyl-3-(1-methyl-1H-imidazol-2-yl)-2H-pyrazolo[3,4-d]pyrimidine-4,6(5H,7H)-dione). RXN SMILES: [NH:1]([C:3]1[N:8]([CH2:9][CH:10]([CH3:12])[CH3:11])[C:7](=[O:13])[NH:6][C:5](=[O:14])[CH:4]=1)[NH2:2].[Cl:15][C:16]1[CH:17]=[C:18]2[C:22](=[CH:23][CH:24]=1)[NH:21][CH:20]=[C:19]2[CH:25]=O.[CH3:27][N:28]1[CH:32]=[CH:31][N:30]=[C:29]1[CH:33]=O>>[Cl:15][C:16]1[CH:17]=[C:18]2[C:22](=[CH:23][CH:24]=1)[NH:21][CH:20]=[C:19]2[CH2:25][N:2]1[C:33]([C:29]2[N:28]([CH3:27])[CH:32]=[CH:31][N:30]=2)=[C:4]2[C:3]([N:8]([CH2:9][CH:10]([CH3:11])[CH3:12])[C:7](=[O:13])[NH:6][C:5]2=[O:14])=[N:1]1. Reported procedure: This compound was made following the procedure described above, starting with 6-hydrazino-1-isobutylpyrimidine-2,4(1H,3H)-dione, and condensing first with 5-chloro-1H-indole-3-carbaldehyde, followed by 1-methyl-1H-imidazole-2-carbaldehyde. Mass: 452.18 (M+H).